Dataset: the Open Reaction Database (ORD), a public repository of structured organic reaction records. Task: describe an organic reaction: reactants, conditions, products, and yield Run at time 1 hour. Procedure: Several secondary diamine adducts of cobalt(II) acetylacetonate were prepared by adding 1.04 grams (4 millimoles) of cobalt acetylacetonate into a 50 ml two-necked flask. There was then added 30 ml of freshly distilled toluene along with a stir bar. The mixture was heated and residual water bound to the cobalt acetylacetonate was azotropically removed. When the distillation temperature reached 110° C., heating of the mixture was discontinued. There was then added 0.76 grams (4.4 millimoles) of N... RXN SMILES: [CH3:1][C:2]([CH2:4][C:5]([CH3:7])=[O:6])=[O:3].[CH3:8][C:9]([CH2:11][C:12]([CH3:14])=[O:13])=[O:10].CC(CC(C)=O)=O.[Co:22].C1(C)C=CC=CC=1.C(NCCNCCCC)CCC>O>[CH3:7]/[C:5](/[OH:6])=[CH:4]\[C:2]([CH3:1])=[O:3].[CH3:14]/[C:12](/[OH:13])=[CH:11]/[C:9]([CH3:8])=[O:10].[Co:22] |f:0.1.2.3,7.8.9|. Starting materials: CC(=O)CC(=O)C.CC(=O)CC(=O)C.CC(=O)CC(=O)C.[Co] (cobalt acetylacetonate), C(CCC)NCCNCCCC (N,N'-dibutylethylenediamine), CC(=O)CC(=O)C.CC(=O)CC(=O)C.CC(=O)CC(=O)C.[Co] (cobalt acetylacetonate), C1(=CC=CC=C1)C (toluene). Yields the product diamine, C/C(=C\C(=O)C)/O.C/C(=C/C(=O)C)/O.[Co] (cobalt(II) acetylacetonate). The solvent is O (water). Starting materials: C(C)(C)N(CC)C(C)C (Diisopropylethylamine), CN(CC[C@@H](C=1SC=CC1)OC1=CC=CC2=CC=CC=C12)C ((S)-N,N-dimethyl-3-(1-naphthyloxy)-3-(2-thienyl)-propanamine), Cl (hydrochloric acid), solution, C1(=CC=CC=C1)OC(=O)Cl (phenylchloroformate), C(O)([O-])=O.[Na+] (sodium hydrogencarbonate). Run in C1(=CC=CC=C1)C (toluene), O (water). Conditions: temperature 80 celsius, time 2 hour. Product: Cl.CN(C)CC[C@@H](C=1SC=CC1)OC1=CC=CC2=CC=CC=C12 ((S)-N,N-dimethyl-3-(naphthyloxy)-3-(2-thienyl)propylamine-hydrochloride). RXN SMILES: C(N(C(C)C)CC)(C)C.[CH3:10][N:11]([CH3:31])[CH2:12][CH2:13][C@H:14]([O:20][C:21]1[C:30]2[C:25](=[CH:26][CH:27]=[CH:28][CH:29]=2)[CH:24]=[CH:23][CH:22]=1)[C:15]1[S:16][CH:17]=[CH:18][CH:19]=1.C1(OC([Cl:41])=O)C=CC=CC=1.Cl.C(=O)([O-])O.[Na+]>C1(C)C=CC=CC=1.O>[ClH:41].[CH3:10][N:11]([CH2:12][CH2:13][C@H:14]([O:20][C:21]1[C:30]2[C:25](=[CH:26][CH:27]=[CH:28][CH:29]=2)[CH:24]=[CH:23][CH:22]=1)[C:15]1[S:16][CH:17]=[CH:18][CH:19]=1)[CH3:31] |f:4.5,8.9|. Procedure: Diisopropylethylamine (210 ml) is added to a solution of (S)-N,N-dimethyl-3-(1-naphthyloxy)-3-(2-thienyl)-propanamine (311 g; 99.6% ee) in toluene (1200 ml) and then phenylchloroformate (150 ml) is added at 60° C. After stirring at 80° C. for two hours, the mixture is cooled down, shaken with a diluted solution of hydrochloric acid, water and a 2% solution of sodium hydrogencarbonate. The organic phase is dried with sodium sulfate and evaporated. The evaporation residue is dissolved in ethanol (... Starting materials: [Cl-].[NH4+] (ammonium chloride), ClC=1C=C(C=CC1)C(C1C(CCCC1)=O)N(C)C (2-[(3-chlorophenyl)dimethylaminomethyl]cyclohexanone), C(C1=CC=CC=C1)[Mg]Cl (benzylmagnesium chloride). The solvent is O1CCCC1 (tetrahydrofuran). Reaction conditions: time 15 hour. Yields the product crude base, Cl.C(C1=CC=CC=C1)C1(C(CCCC1)C(N(C)C)C1=CC(=CC=C1)Cl)O (1-benzyl-2-[(3-chlorophenyl)dimethylaminomethyl]cyclohexanol hydrochloride). Isolated yield 83.8%. RXN SMILES: [Cl:1][C:2]1[CH:3]=[C:4]([CH:8]([N:16]([CH3:18])[CH3:17])[CH:9]2[CH2:14][CH2:13][CH2:12][CH2:11][C:10]2=[O:15])[CH:5]=[CH:6][CH:7]=1.[CH2:19]([Mg]Cl)[C:20]1[CH:25]=[CH:24][CH:23]=[CH:22][CH:21]=1.[Cl-].[NH4+]>O1CCCC1>[ClH:1].[CH2:19]([C:10]1([OH:15])[CH2:11][CH2:12][CH2:13][CH2:14][CH:9]1[CH:8]([C:4]1[CH:5]=[CH:6][CH:7]=[C:2]([Cl:1])[CH:3]=1)[N:16]([CH3:18])[CH3:17])[C:20]1[CH:25]=[CH:24][CH:23]=[CH:22][CH:21]=1 |f:2.3,5.6|. Reported procedure: 2.0 g (7.5 mmole) of the 2-[(3-chlorophenyl)dimethylaminomethyl]cyclohexanone prepared according to Example 42 were dissolved in 10 ml of tetrahydrofuran, added dropwise while cooling in an ice bath to 4.5 ml (9.0 mmole) of benzylmagnesium chloride (2 M solution in tetrahydrofuran) and stirred for 15 hours at RT. The reaction mixture was worked up by adding 10 ml of saturated ammonium chloride solution while cooling in an ice bath, and was extracted three times at RT with 15 ml of ether each tim...